This data is from the Open Reaction Database (ORD), a public repository of structured organic reaction records. The task is: describe an organic reaction: reactants, conditions, products, and yield Reactants: Cc1c[nH]c(=O)[nH]c1=O, Nc1nc2c(ncn2C2OC(CO)C(O)C2O)c(=O)[nH]1. Yields the product Cc1cn(C2OC(CO)C(O)C2O)c(=O)[nH]c1=O. RXN SMILES: [CH3:1][c:2]1[c:3](=[O:9])[nH:4][c:5](=[O:8])[nH:6][cH:7]1.[NH2:10][c:11]1[nH:12][c:13](=[O:14])[c:15]2[c:16]([n:17]([CH:21]3[O:22][CH:23]([CH2:24][OH:25])[CH:26]([OH:27])[CH:28]3[OH:29])[cH:18][n:19]2)[n:20]1>>[CH3:1][c:2]1[c:3](=[O:9])[nH:4][c:5](=[O:8])[n:6]([CH:21]2[O:22][CH:23]([CH2:24][OH:25])[CH:26]([OH:27])[CH:28]2[OH:29])[cH:7]1.